This data is from the Open Reaction Database (ORD), a public repository of structured organic reaction records. The task is: describe an organic reaction: reactants, conditions, products, and yield Starting materials: FC1=CC(=C(C=C1)C=1C2=C(N=C(N1)S(=O)(=O)C)N(C(C=C2)=O)C2=C(C=CC=C2)F)C (4-(4-fluoro-2-methyl-phenyl)-8-(2-fluoro-phenyl)-2-methanesulfonyl-8H-pyrido[2,3-d]pyrimidin-7-one), C(O)CN (ethanolamine). The solvent is C1CCOC1 (THF), C1CCOC1 (THF). Reaction conditions: time 18 hour. Yields the product FC1=CC(=C(C=C1)C=1C2=C(N=C(N1)NCCO)N(C(C=C2)=O)C2=C(C=CC=C2)F)C (4-(4-fluoro-2-methylphenyl)-8-(2-fluorophenyl)-2-(2-hydroxylethylamino)-8H-pyrido[2,3-d]pyrimidin-7-one). As a reaction SMILES: [F:1][C:2]1[CH:7]=[CH:6][C:5]([C:8]2[C:9]3[CH:21]=[CH:20][C:19](=[O:22])[N:18]([C:23]4[CH:28]=[CH:27][CH:26]=[CH:25][C:24]=4[F:29])[C:10]=3[N:11]=[C:12](S(C)(=O)=O)[N:13]=2)=[C:4]([CH3:30])[CH:3]=1.[CH2:31]([CH2:33][NH2:34])[OH:32]>C1COCC1>[F:1][C:2]1[CH:7]=[CH:6][C:5]([C:8]2[C:9]3[CH:21]=[CH:20][C:19](=[O:22])[N:18]([C:23]4[CH:28]=[CH:27][CH:26]=[CH:25][C:24]=4[F:29])[C:10]=3[N:11]=[C:12]([NH:34][CH2:33][CH2:31][OH:32])[N:13]=2)=[C:4]([CH3:30])[CH:3]=1. Procedure details: The product of Example 59 (200 mg, 0.47 mmol) was dissolved in THF (4 ml) and a solution of ethanolamine (115 mg, 1.87 mmol) in THF (1 mL) was added. The mixture was stirred under Ar at 23° for 18 h. The solvents were removed in vacuo, and the residue was partitioned between EtOAc and H2O. The organic phase was washed with H2O, satd aq NaCl, dried over anhyd Na2SO4, filtered and evaporated to give the crude product. Flash chromatography eluted with 0-15% EtOAc/CH2Cl2 gave the title compound as a... The reactants are BrC1=CC=CC(=N1)C=O (6-bromo-pyridine-2-carbaldehyde), C(CO)O (ethylene glycol), CC=1C=CC(=CC1)S(=O)(=O)O (TsOH). Run in C1(=CC=CC=C1)C (toluene). Product: BrC1=NC(=CC=C1)C1OCCO1 (2-bromo-6-[1,3]dioxolan-2-yl-pyridine). The yield is 79.7%. Reaction SMILES: [Br:1][C:2]1[N:7]=[C:6]([CH:8]=[O:9])[CH:5]=[CH:4][CH:3]=1.[CH2:10](O)[CH2:11][OH:12].CC1C=CC(S(O)(=O)=O)=CC=1>C1(C)C=CC=CC=1>[Br:1][C:2]1[CH:3]=[CH:4][CH:5]=[C:6]([CH:8]2[O:12][CH2:11][CH2:10][O:9]2)[N:7]=1. Procedure: A mixture of 6-bromo-pyridine-2-carbaldehyde (2.0 g, 10.75 mmol), ethylene glycol (3 mL, 53.75 mmol), and a catalytic amount of TsOH in toluene (50 mL) was heated to reflux with a Dean-Stark trap for 1.5 hours and cooled down to room temperature and concentrated in vacuo. The residue was purified on silica gel column with 2% EtOAc in CH2Cl2 to yield 2-bromo-6-[1,3]dioxolan-2-yl-pyridine as a colorless liquid (1.97 g, 80%). Starting materials: C([O-])([O-])=O.[K+].[K+] (Potassium carbonate), OCC[C@@H]1CC2=C(C=3C=NNC3C=C2)CN(C1=O)CC(C)(C)C ((S)-7-(2-hydroxyethyl)-9-neopentyl-6,7,9,10-tetrahydroazepino[3,4-e]indazol-8(3H)-one), S(=O)(Cl)Cl (Thionyl chloride), S(=O)(Cl)Cl (Thionyl chloride), N1CCC(CC1)N1C(NC2=CC=CC=C2C1)=O (3-(piperidin-4-yl)-3,4-dihydroquinazolin-2(1H)-one). Run in ClCCl (dichloromethane). Conditions: time 2 hour. Yields the product C(C(C)(C)C)N1CC=2C=3C=NNC3C=CC2C[C@H](C1=O)CCN1CCC(CC1)N1C(NC2=CC=CC=C2C1)=O ((S)-9-neopentyl-7-(2-(4-(2-oxo-1,2-dihydroquinazolin-3(4H)-yl)piperidin-1-yl)ethyl)-6,7,9,10-tetrahydroazepino[3,4-e]indazol-8(3H)-one). The yield is 25.0%. As a reaction SMILES: O[CH2:2][CH2:3][C@H:4]1[C:17](=[O:18])[N:16]([CH2:19][C:20]([CH3:23])([CH3:22])[CH3:21])[CH2:15][C:7]2[C:8]3[CH:9]=[N:10][NH:11][C:12]=3[CH:13]=[CH:14][C:6]=2[CH2:5]1.S(Cl)(Cl)=O.C(=O)([O-])[O-].[K+].[K+].[NH:34]1[CH2:39][CH2:38][CH:37]([N:40]2[CH2:49][C:48]3[C:43](=[CH:44][CH:45]=[CH:46][CH:47]=3)[NH:42][C:41]2=[O:50])[CH2:36][CH2:35]1>ClCCl>[CH2:19]([N:16]1[C:17](=[O:18])[C@H:4]([CH2:3][CH2:2][N:34]2[CH2:35][CH2:36][CH:37]([N:40]3[CH2:49][C:48]4[C:43](=[CH:44][CH:45]=[CH:46][CH:47]=4)[NH:42][C:41]3=[O:50])[CH2:38][CH2:39]2)[CH2:5][C:6]2[CH:14]=[CH:13][C:12]3[NH:11][N:10]=[CH:9][C:8]=3[C:7]=2[CH2:15]1)[C:20]([CH3:23])([CH3:22])[CH3:21] |f:2.3.4|. Procedure details: (S)-7-(2-hydroxyethyl)-9-neopentyl-6,7,9,10-tetrahydroazepino[3,4-e]indazol-8(3H)-one (15 mg, 0.04 mmol) was dissolved in dichloromethane (1 mL). Thionyl chloride (100 μL) was added to the mixture. Reaction stirred at room temperature for 2 hours. Thionyl chloride (500 μL) was added to the mixture. Reaction stirred at room temperature for 2 hours and then was warmed to reflux for 2 hours. Reaction mixture was concentrated in vacuo. Residue was dissolved in acetonitrile (1 mL). Potassium carbonat... Reactants: COC1=CC=C(C=C1)C1=C(NC2=CC=CC=C12)C(=O)OCC (Ethyl 3-(4-methoxyphenyl)indole-2-carboxylate), COC1=CC=C(CC(C(=O)OCC)C(C)=O)C=C1 (ethyl 2-(4-methoxybenzyl)-3-oxobutyrate), [OH-].[Na+] (NaOH), [Cl-].C1(=CC=CC=C1)[N+]#N (benzenediazonium chloride). Solvent: CCOC(=O)C (EtOAc), O (H2O). Product: C1OC=2C=C(CN3C(=C(C4=CC=CC=C34)C3=CC=C(C=C3)OC)C(=O)O)C=CC2O1 (1-(3,4-Methylenedioxybenzyl)-3-(4-methoxyphenyl)indole-2-carboxylic acid). Isolated yield 27.0%. As a reaction SMILES: [CH3:1][O:2][C:3]1[CH:8]=[CH:7][C:6]([C:9]2[C:17]3[C:12](=[CH:13][CH:14]=[CH:15][CH:16]=3)[NH:11][C:10]=2[C:18]([O:20]CC)=[O:19])=[CH:5][CH:4]=1.[CH3:23][O:24][C:25]1[CH:40]=[CH:39][C:28]([CH2:29]C(C(=O)C)C(OCC)=O)=[CH:27][CH:26]=1.[OH-:41].[Na+].[Cl-].C1([N+]#N)C=CC=CC=1>CCOC(C)=O.O>[CH2:23]1[O:24][C:25]2[CH:40]=[CH:39][C:28]([CH2:29][N:11]3[C:12]4[C:17](=[CH:16][CH:15]=[CH:14][CH:13]=4)[C:9]([C:6]4[CH:5]=[CH:4][C:3]([O:2][CH3:1])=[CH:8][CH:7]=4)=[C:10]3[C:18]([OH:20])=[O:19])=[CH:27][C:26]=2[O:41]1 |f:2.3,4.5|. Procedure details: Ethyl 3-(4-methoxyphenyl)indole-2-carboxylate. To a solution of ethyl 2-(4-methoxybenzyl)-3-oxobutyrate (1.0 g, 4 mmol) in EtOAc (6 mL) stirred at ice bath temperature under an argon atmosphere was added a solution of NaOH (0.48 g, 12 mmol) in H2O (2 mL). This was immediately followed by the addition of an aqueous solution of benzenediazonium chloride (4.2 mmol) [prepared from aniline, (0.39 g, 4.2 mmol) in 6N HCl (0.5 mL) and NaNO2 (0.29 g, 4.2 mmol)]. After 10 min the mixture was partitioned b... As a reaction SMILES: [C:1]([C:5]1[CH:10]=[CH:9][C:8]([C:11]2[N:12]([C:30](Cl)=[O:31])[C@H:13]([C:23]3[CH:28]=[CH:27][C:26]([Cl:29])=[CH:25][CH:24]=3)[C@H:14]([C:16]3[CH:21]=[CH:20][C:19]([Cl:22])=[CH:18][CH:17]=3)[N:15]=2)=[C:7]([O:33][CH2:34][C:35]([F:38])([F:37])[F:36])[CH:6]=1)([CH3:4])([CH3:3])[CH3:2].[CH3:39][N:40]([CH3:50])[C:41](=[O:49])[CH2:42][N:43]1[CH2:48][CH2:47][NH:46][CH2:45][CH2:44]1>>[ClH:22].[C:1]([C:5]1[CH:10]=[CH:9][C:8]([C:11]2[N:12]([C:30]([N:46]3[CH2:45][CH2:44][N:43]([CH2:42][C:41]([N:40]([CH3:50])[CH3:39])=[O:49])[CH2:48][CH2:47]3)=[O:31])[C@H:13]([C:23]3[CH:24]=[CH:25][C:26]([Cl:29])=[CH:27][CH:28]=3)[C@H:14]([C:16]3[CH:17]=[CH:18][C:19]([Cl:22])=[CH:20][CH:21]=3)[N:15]=2)=[C:7]([O:33][CH2:34][C:35]([F:38])([F:37])[F:36])[CH:6]=1)([CH3:4])([CH3:3])[CH3:2] |f:2.3|. Reactants: C(C)(C)(C)C1=CC(=C(C=C1)C=1N([C@@H]([C@@H](N1)C1=CC=C(C=C1)Cl)C1=CC=C(C=C1)Cl)C(=O)Cl)OCC(F)(F)F ((4S,5R)-2-[4-tert-butyl-2-(2,2,2-trifluoro-ethoxy)-phenyl]-4,5-bis-(4-chloro-phenyl)-4,5-dihydro-imidazole-1-carbonyl chloride), CN(C(CN1CCNCC1)=O)C (N,N-dimethyl-2-piperazin-1-yl-acetamide). Product: Cl.C(C)(C)(C)C1=CC(=C(C=C1)C=1N([C@@H]([C@@H](N1)C1=CC=C(C=C1)Cl)C1=CC=C(C=C1)Cl)C(=O)N1CCN(CC1)CC(=O)N(C)C)OCC(F)(F)F (2-{4-[(4S,5R)-2-[4-tert-Butyl-2-(2,2,2-trifluoro-ethoxy)-phenyl]-4,5-bis-(4-chloro-phenyl)-4,5-dihydro-imidazole-1-carbonyl]-piperazin-1-yl}-N,N-dimethyl-acetamide hydrochloride). Procedure details: 2-{4-[(4S,5R)-2-[4-tert-Butyl-2-(2,2,2-trifluoro-ethoxy)-phenyl]-4,5-bis-(4-chloro-phenyl)-4,5-dihydro-imidazole-1-carbonyl]-piperazin-1-yl}-N,N-dimethyl-acetamide hydrochloride was prepared from (4S,5R)-2-[4-tert-butyl-2-(2,2,2-trifluoro-ethoxy)-phenyl]-4,5-bis-(4-chloro-phenyl)-4,5-dihydro-imidazole-1-carbonyl chloride (example 12l) and N,N-dimethyl-2-piperazin-1-yl-acetamide (Oakwood Products) in an analogous manner as described in example 25. LR-MS: 718.5 [(M+)+] The reactants are CC(=O)O[BH-](OC(C)=O)OC(C)=O, CC(C)=O, CC(=O)O, ClCCCl, Nc1ccc(C(F)(F)F)cc1, [Na+]. Yields the product CC(C)Nc1ccc(C(F)(F)F)cc1. As a reaction SMILES: [C:20]([O:21][BH-:22]([O:23][C:24](=[O:25])[CH3:26])[O:27][C:28](=[O:29])[CH3:30])(=[O:31])[CH3:32].[CH3:12][C:13]([CH3:14])=[O:15].[CH3:16][C:17](=[O:18])[OH:19].[Cl:34][CH2:35][CH2:36][Cl:37].[F:1][C:2]([c:3]1[cH:4][cH:5][c:6]([NH2:7])[cH:8][cH:9]1)([F:10])[F:11].[Na+:33]>>[F:1][C:2]([c:3]1[cH:4][cH:5][c:6]([NH:7][CH:13]([CH3:12])[CH3:14])[cH:8][cH:9]1)([F:10])[F:11]. The reactants are C(C)OC(C1=CC=CC=C1)=C1C(NC2=CC=CC=C12)=O (3-(1-ethoxy-1-phenyl-methylidene)-2-indolinone), NC=1C=C(C=CC1)CC(=O)OCC (ethyl 3-aminophenylacetate). Solvent: CN(C)C=O (DMF). Product: C(C)OC(=O)CC=1C=C(C=CC1)N\C(\C1=CC=CC=C1)=C\1/C(NC2=CC=CC=C12)=O ((Z)-3-[1-(3-ethoxycarbonylmethyl-phenylamino)-1-phenyl-methylidene]-2-indolinone). RXN SMILES: C(O[C:4](=[C:11]1[C:19]2[C:14](=[CH:15][CH:16]=[CH:17][CH:18]=2)[NH:13][C:12]1=[O:20])[C:5]1[CH:10]=[CH:9][CH:8]=[CH:7][CH:6]=1)C.[NH2:21][C:22]1[CH:23]=[C:24]([CH2:28][C:29]([O:31][CH2:32][CH3:33])=[O:30])[CH:25]=[CH:26][CH:27]=1>CN(C=O)C>[CH2:32]([O:31][C:29]([CH2:28][C:24]1[CH:23]=[C:22]([NH:21]/[C:4](=[C:11]2\[C:12](=[O:20])[NH:13][C:14]3[C:19]\2=[CH:18][CH:17]=[CH:16][CH:15]=3)/[C:5]2[CH:6]=[CH:7][CH:8]=[CH:9][CH:10]=2)[CH:27]=[CH:26][CH:25]=1)=[O:30])[CH3:33]. Reported procedure: Prepared analogously to Example 1c from 3-(1-ethoxy-1-phenyl-methylidene)-2-indolinone and ethyl 3-aminophenylacetate in DMF.